From a dataset of the Open Reaction Database (ORD), a public repository of structured organic reaction records. describe an organic reaction: reactants, conditions, products, and yield As a reaction SMILES: [Cl:1][CH2:2][CH:3]([OH:18])[CH2:4][O:5][C:6]1[CH:11]=[CH:10][CH:9]=[CH:8][C:7]=1[CH2:12][C:13]1[S:14][CH:15]=[CH:16][CH:17]=1.[CH3:19][CH:20]1[CH2:25][CH2:24][CH2:23][CH:22]([CH3:26])[NH:21]1>C(O)C>[ClH:1].[CH3:19][CH:20]1[CH2:25][CH2:24][CH2:23][CH:22]([CH3:26])[N:21]1[CH2:2][CH:3]([OH:18])[CH2:4][O:5][C:6]1[CH:11]=[CH:10][CH:9]=[CH:8][C:7]=1[CH2:12][C:13]1[S:14][CH:15]=[CH:16][CH:17]=1 |f:3.4|. Procedure details: A solution of 2.8 g of 1-chloro-3[2-(2-thienylmethyl)phenoxy]-2-propanol, 2.3 g of 2,6-dimethylpiperidine in 30 ml of ethanol is refluxed for 15 hours. The ethanol is then removed, and the residue is dissolved in ether. The insoluble matter is filtered off, and the filtrated is extracted with two 50 ml portions of 10% hydrochloric acid. The aqueous layer is made alkaline with sodium hydroxide, and separated oil is extracted with ether. The ether layer is dried over anhydrous potassium carbonate,... The yield is 53.6%. The reactants are ClCC(COC1=C(C=CC=C1)CC=1SC=CC1)O (1-chloro-3[2-(2-thienylmethyl)phenoxy]-2-propanol), CC1NC(CCC1)C (2,6-dimethylpiperidine). Solvent: C(C)O (ethanol). Yields the product Cl.CC1N(C(CCC1)C)CC(COC1=C(C=CC=C1)CC=1SC=CC1)O (1-(2,6-dimethylpiperidino)-3-[2-(2-thienylmethyl)phenoxy]-2-propanol hydrochloride). The reactants are Nc1cc(Cl)c(C(F)(F)F)cc1O, O, O=C(O)c1ccncc1, c1ccncc1. Yields the product O=C(Nc1cc(Cl)c(C(F)(F)F)cc1O)c1ccncc1. As a reaction SMILES: [NH2:1][c:2]1[c:3]([OH:13])[cH:4][c:5]([C:9]([F:10])([F:11])[F:12])[c:6]([Cl:8])[cH:7]1.[OH2:29].[OH:14][C:15](=[O:16])[c:17]1[cH:18][cH:19][n:20][cH:21][cH:22]1.[cH:23]1[cH:24][cH:25][n:26][cH:27][cH:28]1>>[NH:1]([c:2]1[c:3]([OH:13])[cH:4][c:5]([C:9]([F:10])([F:11])[F:12])[c:6]([Cl:8])[cH:7]1)[C:15](=[O:14])[c:17]1[cH:18][cH:19][n:20][cH:21][cH:22]1. Starting materials: Cl.C(C)OC(CCN)=O (β-alanine ethyl ester hydrochloride), O.ON1N=NC2=C1C=CC=C2 (1-hydroxybenzotriazole monohydrate), ClC=1C=C2C=C(N(C2=CC1)C1=CC(=CC=C1)C(F)(F)F)C(CCCCCC)NC1=CC=C(C(=O)O)C=C1 (4-[(1-{5-chloro-1-[3-(trifluoromethyl)phenyl]-1H-indol-2-yl}heptyl)amino]benzoic acid), Cl.C(C)N=C=NCCCN(C)C (1-ethyl-3-(3-dimethylaminopropyl)carbodiimide hydrochloride), Cl (Hydrochloric acid). Run in CN(C=O)C (N,N-dimethylformamide), C(C)N(CC)CC (triethylamine). Conditions: time 3 day. Product: ClC=1C=C2C=C(N(C2=CC1)C1=CC(=CC=C1)C(F)(F)F)C(CCCCCC)NC1=CC=C(C=C1)C(=O)NCCC(=O)OCC (ethyl 3-[({4-[(1-{5-chloro-1-[3-(trifluoromethyl)phenyl]-1H-indol-2-yl}heptyl)amino]phenyl}carbonyl)amino]propanoate). Isolated yield 91.6%. Reaction SMILES: [Cl:1][C:2]1[CH:3]=[C:4]2[C:8](=[CH:9][CH:10]=1)[N:7]([C:11]1[CH:16]=[CH:15][CH:14]=[C:13]([C:17]([F:20])([F:19])[F:18])[CH:12]=1)[C:6]([CH:21]([NH:28][C:29]1[CH:37]=[CH:36][C:32]([C:33](O)=[O:34])=[CH:31][CH:30]=1)[CH2:22][CH2:23][CH2:24][CH2:25][CH2:26][CH3:27])=[CH:5]2.Cl.[CH2:39]([O:41][C:42](=[O:46])[CH2:43][CH2:44][NH2:45])[CH3:40].O.ON1C2C=CC=CC=2N=N1.Cl.C(N=C=NCCCN(C)C)C.Cl>CN(C)C=O.C(N(CC)CC)C>[Cl:1][C:2]1[CH:3]=[C:4]2[C:8](=[CH:9][CH:10]=1)[N:7]([C:11]1[CH:16]=[CH:15][CH:14]=[C:13]([C:17]([F:19])([F:18])[F:20])[CH:12]=1)[C:6]([CH:21]([NH:28][C:29]1[CH:30]=[CH:31][C:32]([C:33]([NH:45][CH2:44][CH2:43][C:42]([O:41][CH2:39][CH3:40])=[O:46])=[O:34])=[CH:36][CH:37]=1)[CH2:22][CH2:23][CH2:24][CH2:25][CH2:26][CH3:27])=[CH:5]2 |f:1.2,3.4,5.6|. Procedure: To a mixture of 4-[(1-{5-chloro-1-[3-(trifluoromethyl)phenyl]-1H-indol-2-yl}heptyl)amino]benzoic acid (250 mg) synthesized above, β-alanine ethyl ester hydrochloride (109 mg), 1-hydroxybenzotriazole monohydrate (109 mg), triethylamine (198 μL) and N,N-dimethylformamide (10 mL) was added 1-ethyl-3-(3-dimethylaminopropyl)carbodiimide hydrochloride (136 mg), and the mixture was stirred at room temperature for 3 days. 1N Hydrochloric acid was added to quench the reaction, and the mixture was extract... Reactants: C[C@H](COC1=CC=C(C=C1)C1=CC=C(C=C1)OC[C@H](CC)C)CC (4,4'-di((S)-2-methylbutyloxy)biphenyl), Cl (hydrochloric acid), OC1=CC=C(C=C1)C1=CC=C(C=C1)O (4,4'-dihydroxybiphenyl), [OH-].[K+] (potassium hydroxide), CC(CBr)CC ((+)-2-methylbutylbromide). Run in C(C)O (ethyl alcohol). Product: OC1=CC=C(C=C1)C1=CC=C(C=C1)OC[C@H](CC)C (4-hydroxy-4'-((S)-2-methylbutyloxy)biphenyl). Reaction SMILES: OC1C=CC(C2C=CC(O)=CC=2)=CC=1.[OH-].[K+].CC(CC)CBr.[CH3:23][C@@H:24]([CH2:45][CH3:46])[CH2:25][O:26][C:27]1[CH:32]=[CH:31][C:30]([C:33]2[CH:38]=[CH:37][C:36]([O:39]C[C@@H](C)CC)=[CH:35][CH:34]=2)=[CH:29][CH:28]=1.Cl>C(O)C>[OH:39][C:36]1[CH:35]=[CH:34][C:33]([C:30]2[CH:31]=[CH:32][C:27]([O:26][CH2:25][C@@H:24]([CH3:23])[CH2:45][CH3:46])=[CH:28][CH:29]=2)=[CH:38][CH:37]=1 |f:1.2|. Procedure: A mixture of 4,4'-dihydroxybiphenyl (500 g), ethyl alcohol (7.5 l) and potassium hydroxide (302 g) was heated with stirring under reflux, and (+)-2-methylbutylbromide (prepared from (-)-2-methylbutanol and phosphorus bromide) (530 g) was dropwise added to carry out reaction for 4 hours, followed by distilling off ethanol, adding water (2 l), filtering, collecting insoluble matter, adding toluene to this insoluble matter to dissolve and remove toluene-soluble matter (this soluble matter, when rec...